Dataset: the Open Reaction Database (ORD), a public repository of structured organic reaction records. Task: describe an organic reaction: reactants, conditions, products, and yield Starting materials: C(C)(C)(C)OC(NC1(CC1)C(NC1COC2=C1C=CC(=C2)C2=C(C(=CC(=C2)Cl)F)C2=NOC(=N2)C)=O)=O ((1-{(rac)-6-[5-chloro-3-fluoro-2-(5-methyl-[1,2,4]oxadiazol-3-yl)-phenyl]-2,3-dihydro-benzofuran-3-ylcarbamoyl}-cyclopropyl)-carbamic acid tert-butyl ester), FC(C(=O)O)(F)F (trifluoroacetic acid). The product is ClC=1C=C(C(=C(C1)C1=CC2=C(C(CO2)NC(=O)C2(CC2)N)C=C1)C1=NOC(=N1)C)F (1-Amino-cyclopropanecarboxylic acid{(rac)-6-[5-chloro-3-fluoro-2-(5-methyl-[1,2,4]oxadiazol-3-yl)-phenyl]-2,3-dihydro-benzofuran-3-yl}-amide). As a reaction SMILES: C(OC(=O)[NH:7][C:8]1([C:11](=[O:36])[NH:12][CH:13]2[C:17]3[CH:18]=[CH:19][C:20]([C:22]4[CH:27]=[C:26]([Cl:28])[CH:25]=[C:24]([F:29])[C:23]=4[C:30]4[N:34]=[C:33]([CH3:35])[O:32][N:31]=4)=[CH:21][C:16]=3[O:15][CH2:14]2)[CH2:10][CH2:9]1)(C)(C)C.FC(F)(F)C(O)=O>>[Cl:28][C:26]1[CH:25]=[C:24]([F:29])[C:23]([C:30]2[N:34]=[C:33]([CH3:35])[O:32][N:31]=2)=[C:22]([C:20]2[CH:19]=[CH:18][C:17]3[CH:13]([NH:12][C:11]([C:8]4([NH2:7])[CH2:10][CH2:9]4)=[O:36])[CH2:14][O:15][C:16]=3[CH:21]=2)[CH:27]=1. Procedure details: In analogy to the procedure described for the preparation of intermediate A-11 [C], (1-{(rac)-6-[5-chloro-3-fluoro-2-(5-methyl-[1,2,4]oxadiazol-3-yl)-phenyl]-2,3-dihydro-benzofuran-3-ylcarbamoyl}-cyclopropyl)-carbamic acid tert-butyl ester (example 44) has been treated with trifluoroacetic acid (90%) to give the title compound as light yellow oil. MS: 429.1 (MH+, 1Cl). Starting materials: C1(CCCC1)C=1C=C(C=NC1OCC(F)(F)F)C(=O)O (5-cyclopentyl-6-(2,2,2-trifluoro-ethoxy)-3-pyridinecarboxylic acid), N1(CCOCC1)N (4-morpholinamine). Yields the product C1(CCCC1)C=1C=C(C=NC1OCC(F)(F)F)C(=O)NN1CCOCC1 (5-Cyclopentyl-N-morpholino-6-(2,2,2-trifluoroethoxy)-3-pyridinecarboxamide). As a reaction SMILES: [CH:1]1([C:6]2[CH:7]=[C:8]([C:18]([OH:20])=O)[CH:9]=[N:10][C:11]=2[O:12][CH2:13][C:14]([F:17])([F:16])[F:15])[CH2:5][CH2:4][CH2:3][CH2:2]1.[N:21]1([NH2:27])[CH2:26][CH2:25][O:24][CH2:23][CH2:22]1>>[CH:1]1([C:6]2[CH:7]=[C:8]([C:18]([NH:27][N:21]3[CH2:26][CH2:25][O:24][CH2:23][CH2:22]3)=[O:20])[CH:9]=[N:10][C:11]=2[O:12][CH2:13][C:14]([F:15])([F:16])[F:17])[CH2:2][CH2:3][CH2:4][CH2:5]1. Procedure: The title compound was synthesized in analogy to Example 1 using 5-cyclopentyl-6-(2,2,2-trifluoro-ethoxy)-3-pyridinecarboxylic acid and 4-morpholinamine (CAN 4319-49-7) as starting materials; MS (ESI) 372.1 (M−H)−. The reactants are BrC=1N(C(=CC1)C=O)C1=C(C=C(C#N)C=C1)C (4-(2-bromo-5-formyl-1H-pyrrol-1-yl)-3-methylbenzonitrile), COC1=CC=C(C=C1)B(O)O (4-methoxyphenylboronic acid), C([O-])([O-])=O.[Na+].[Na+] (sodium carbonate), [11′-bis(diphenlphospino)-ferrocene]dichloropalladium(II). Solvent: COCCOC (DME), O (water), O (water). Reaction conditions: temperature 90 celsius. Product: C(=O)C=1N(C(=CC1)C1=CC=C(C=C1)OC)C1=C(C=C(C#N)C=C1)C (4-(2-formyl-5-(4-methoxyphenyl)-1H-pyrrol-1-yl)-3-methylbenzonitrile). Isolated yield 57.1%. Reaction SMILES: Br[C:2]1[N:3]([C:9]2[CH:16]=[CH:15][C:12]([C:13]#[N:14])=[CH:11][C:10]=2[CH3:17])[C:4]([CH:7]=[O:8])=[CH:5][CH:6]=1.[CH3:18][O:19][C:20]1[CH:25]=[CH:24][C:23](B(O)O)=[CH:22][CH:21]=1.C(=O)([O-])[O-].[Na+].[Na+]>COCCOC.O>[CH:7]([C:4]1[N:3]([C:9]2[CH:16]=[CH:15][C:12]([C:13]#[N:14])=[CH:11][C:10]=2[CH3:17])[C:2]([C:23]2[CH:24]=[CH:25][C:20]([O:19][CH3:18])=[CH:21][CH:22]=2)=[CH:6][CH:5]=1)=[O:8] |f:2.3.4|. Procedure details: A mixture of compound 50C (24 mg, 0.083 mmol), compound 4-methoxyphenylboronic acid (15.2 mg, 0.1 mmol) and sodium carbonate (17.6 mg, 0.166 mmol) in a mixture of DME (5 mL) and water (1 mL) was degassed, and [11′-bis(diphenlphospino)-ferrocene]dichloropalladium(II) (96 mg, 0.008 mmol) was added. The reaction mixture was heated at 90° C. for 10 hours, poured into water, and extracted with ethyl acetate (10 mL×3). The combine organic layers were washed with brine (20 mL×2), dried over anhydrous s... The reactants are Cl(=O)(=O)(=O)[O-].C[N+]1=NC=C(C=C1Cl)N (1-methyl-4-amino-6-chloropyridazinium perchlorate), C(C)#N (acetonitrile), C(C)S (ethylmercaptan). Run in C(C)N(CC)CC (triethylamine). Yields the product Cl(=O)(=O)(=O)[O-].C[N+]1=NC=C(C=C1SCC)N (1-methyl-4-amino-6-ethylmercaptopyridazinium perchlorate). Isolated yield 67.9%. As a reaction SMILES: [Cl:1]([O-:5])(=[O:4])(=[O:3])=[O:2].[CH3:6][N+:7]1[C:12](Cl)=[CH:11][C:10]([NH2:14])=[CH:9][N:8]=1.C(#N)C.[CH2:18]([SH:20])[CH3:19]>C(N(CC)CC)C>[Cl:1]([O-:5])(=[O:4])(=[O:3])=[O:2].[CH3:6][N+:7]1[C:12]([S:20][CH2:18][CH3:19])=[CH:11][C:10]([NH2:14])=[CH:9][N:8]=1 |f:0.1,5.6|. Procedure details: 24.4 parts of 1-methyl-4-amino-6-chloropyridazinium perchlorate in 250 parts of acetonitrile is stirred with 10 parts of ethylmercaptan and 10 parts of triethylamine for four hours at 50° to 60° C. After the solvent has been distilled off the residue is washed with 100 parts of water. 18.3 parts (67.9% of theory) of 1-methyl-4-amino-6-ethylmercaptopyridazinium perchlorate is obtained; C7H12O4N3SCl, melting point 136° to 137° C after having been recrystallized from alcohol. Reactants: resultant solution, O (water), C1(=CC=CC=C1)CC(=O)NC1[C@@H]2N(C(=C(CS2=O)C)C(=S)OC(C2=CC=CC=C2)C2=CC=CC=C2)C1=O (benzhydryl 7-phenylacetamido-3-methylthio-3-cephem-4-carboxylate-1-oxide), CC=C(C)C (amylene), C(C)(=O)Br (acetyl bromide). Solvent: C(Cl)Cl (methylenechloride). Product: C1(=CC=CC=C1)CC(=O)NC1[C@@H]2N(C(=C(CS2)C)C(=S)OC(C2=CC=CC=C2)C2=CC=CC=C2)C1=O (benzhydryl 7-phenylacetamido-3-methylthio-3-cephem-4-carboxylate). The yield is 85.7%. RXN SMILES: [C:1]1([CH2:7][C:8]([NH:10][CH:11]2[C:36](=[O:37])[N:13]3[C:14]([C:20]([O:22][CH:23]([C:30]4[CH:35]=[CH:34][CH:33]=[CH:32][CH:31]=4)[C:24]4[CH:29]=[CH:28][CH:27]=[CH:26][CH:25]=4)=[S:21])=[C:15]([CH3:19])[CH2:16][S:17](=O)[C@H:12]23)=[O:9])[CH:6]=[CH:5][CH:4]=[CH:3][CH:2]=1.CC=C(C)C.C(Br)(=O)C.O>C(Cl)Cl>[C:1]1([CH2:7][C:8]([NH:10][CH:11]2[C:36](=[O:37])[N:13]3[C:14]([C:20]([O:22][CH:23]([C:24]4[CH:25]=[CH:26][CH:27]=[CH:28][CH:29]=4)[C:30]4[CH:31]=[CH:32][CH:33]=[CH:34][CH:35]=4)=[S:21])=[C:15]([CH3:19])[CH2:16][S:17][C@H:12]23)=[O:9])[CH:6]=[CH:5][CH:4]=[CH:3][CH:2]=1. Procedure: To a solution of benzhydryl 7-phenylacetamido-3-methylthio-3-cephem-4-carboxylate-1-oxide (6.5 g) and amylene (2.53 ml) in methylenechloride (100 ml) was dropwise added acetyl bromide (2.4 ml) under ice-cooling with stirring. The mixture was stirred at ambient temperature for 30 minutes. The resultant solution was added to water. The separated organic layer was washed with a saturated aqueous solution of sodium chloride twice and dried over magnesium sulfate. The solvent was evaporated under red... The reactants are C([O-])(O)=O.[Na+] (sodium bicarbonate), C(C1=CC=CC=C1)N (benzylamine), C(C=C)Br (allyl bromide), cyclohexanes ethyl acetate. The reagents and catalysts are [I-].[Na+] (sodium iodide). Run in CS(=O)C (DMSO). Run at time 3 hour. Product: C1(=CC=CC=C1)CNCC=C (N-(phenylmethyl)-2-propen-1-amine). Isolated yield 56.2%. As a reaction SMILES: [CH2:1]([NH2:8])[C:2]1[CH:7]=[CH:6][CH:5]=[CH:4][CH:3]=1.[CH2:9](Br)[CH:10]=[CH2:11].C(=O)(O)[O-].[Na+]>CS(C)=O.[I-].[Na+]>[C:2]1([CH2:1][NH:8][CH2:11][CH:10]=[CH2:9])[CH:7]=[CH:6][CH:5]=[CH:4][CH:3]=1 |f:2.3,5.6|. Procedure details: To a solution of benzylamine (5.7 ml, 52.2 mmol) and sodium iodide (38 mg, 0.25 mmol) in DMSO (30 ml) was added dropwise allyl bromide (2.2 ml, 25.4 mmol) at 0° C. under argon. After stirring for 3 h at room temperature the reaction was complete as shown by TLC (cyclohexanes:ethyl acetate 1:1). Then saturated aqueous sodium bicarbonate solution was added, the product was extracted with diethyl ether (100 ml) and the organic layer was washed with brine. The crude product was purified via flash ch... Starting materials: CCOC(=O)C(C)(C)Br, CCO, SC1CCCC1, [K+], [OH-]. Product: CCOC(=O)C(C)(C)SC1CCCC1. Reaction SMILES: [Br:9][C:10]([C:11](=[O:12])[O:13][CH2:14][CH3:15])([CH3:16])[CH3:17].[CH3:18][CH2:19][OH:20].[CH:1]1([SH:6])[CH2:2][CH2:3][CH2:4][CH2:5]1.[K+:8].[OH-:7]>>[CH:1]1([S:6][C:10]([C:11](=[O:12])[O:13][CH2:14][CH3:15])([CH3:16])[CH3:17])[CH2:2][CH2:3][CH2:4][CH2:5]1.